This data is from the Open Reaction Database (ORD), a public repository of structured organic reaction records. The task is: describe an organic reaction: reactants, conditions, products, and yield Reactants: ClC(C)Cl (dichloroethane), ClC=1C=C(C(=O)Cl)C=CC1Cl (3,4-dichlorobenzoyl chloride), O1OOCCC1 (trioxane). Reagents/catalysts: [Cl-].[Cl-].[Cl-].[Cl-].[Zr+4] (zirconium tetrachloride). The solvent is O (Water). Run at time 15 minute. The product is ClC=1C=C(C(=O)OCCl)C=CC1Cl (chloromethyl 3,4-dichlorobenzoate). Reaction SMILES: Cl[CH:2]([Cl:4])C.[Cl:5][C:6]1[CH:7]=[C:8]([CH:12]=[CH:13][C:14]=1[Cl:15])[C:9](Cl)=[O:10].[O:16]1CCCOO1>[Cl-].[Cl-].[Cl-].[Cl-].[Zr+4].O>[Cl:5][C:6]1[CH:7]=[C:8]([CH:12]=[CH:13][C:14]=1[Cl:15])[C:9]([O:16][CH2:2][Cl:4])=[O:10] |f:3.4.5.6.7|. Procedure: To 10 ml of dichloroethane were added 1 g of zirconium tetrachloride and 1 g of 3,4-dichlorobenzoyl chloride, and the mixture was stirred at room temperature for 15 minutes. The mixture was cooled to 0° C., 0.16 g of trioxane was added, and the mixture was stirred for 10 minutes, and further stirred at room temperature for 1 hour. Water was added slowly at 0° C., the resultant solution was extracted with chloroform three times, and the organic layers were combined, washed with an aqueous saturat... The reactants are O=C(c1ncc[nH]1)c1ncc[nH]1, COc1ccc(C(CC(=O)O)N2Cc3ccccc3C2=O)cc1OC1CCCC1, Cl, NO, C1CCOC1. The product is COc1ccc(C(CC(=O)NO)N2Cc3ccccc3C2=O)cc1OC1CCCC1. As a reaction SMILES: [C:30]([c:31]1[nH:32][cH:33][cH:34][n:35]1)([c:36]1[nH:37][cH:38][cH:39][n:40]1)=[O:41].[CH:1]1([O:6][c:7]2[cH:8][c:9]([CH:15]([CH2:16][C:17](=[O:18])[OH:19])[N:20]3[C:21](=[O:29])[c:22]4[cH:23][cH:24][cH:25][cH:26][c:27]4[CH2:28]3)[cH:10][cH:11][c:12]2[O:13][CH3:14])[CH2:2][CH2:3][CH2:4][CH2:5]1.[ClH:42].[NH2:43][OH:44].[O:45]1[CH2:46][CH2:47][CH2:48][CH2:49]1>>[CH:1]1([O:6][c:7]2[cH:8][c:9]([CH:15]([CH2:16][C:17](=[O:18])[NH:43][OH:44])[N:20]3[C:21](=[O:29])[c:22]4[cH:23][cH:24][cH:25][cH:26][c:27]4[CH2:28]3)[cH:10][cH:11][c:12]2[O:13][CH3:14])[CH2:2][CH2:3][CH2:4][CH2:5]1. Starting materials: [Al+3], C1CCOC1, CCOC(=O)CCc1cn(C2CCCC2)c2cc(NC3CCCCC3)c(F)cc2c1=O, [H-], [H-], [H-], [H-], [Li+], O. Yields the product O=c1c(CCCO)cn(C2CCCC2)c2cc(NC3CCCCC3)c(F)cc12. As a reaction SMILES: [Al+3:38].[CH2:1]1[O:2][CH2:3][CH2:4][CH2:5]1.[CH:6]1([NH:12][c:13]2[c:14]([F:36])[cH:15][c:16]3[c:17](=[O:35])[c:18]([CH2:28][CH2:29][C:30](=[O:31])[O:32][CH2:33][CH3:34])[cH:19][n:20]([CH:23]4[CH2:24][CH2:25][CH2:26][CH2:27]4)[c:21]3[cH:22]2)[CH2:7][CH2:8][CH2:9][CH2:10][CH2:11]1.[H-:37].[H-:40].[H-:41].[H-:42].[Li+:39].[OH2:43]>>[CH:6]1([NH:12][c:13]2[c:14]([F:36])[cH:15][c:16]3[c:17](=[O:35])[c:18]([CH2:28][CH2:29][CH2:30][OH:31])[cH:19][n:20]([CH:23]4[CH2:24][CH2:25][CH2:26][CH2:27]4)[c:21]3[cH:22]2)[CH2:7][CH2:8][CH2:9][CH2:10][CH2:11]1.